Dataset: the Open Reaction Database (ORD), a public repository of structured organic reaction records. Task: describe an organic reaction: reactants, conditions, products, and yield Starting materials: FC(C(=O)NCC=1C(=CC(=C(C(=O)N)C1)Cl)F)(F)F (5-((2,2,2-trifluoroacetamido)methyl)-2-chloro-4-fluorobenzamide), C(C(=O)Cl)(=O)Cl (oxalyl chloride). Run in C(CCl)Cl (EDC). Product: FC(C(=O)NCC=1C(=CC(=C(C(=O)N=C=O)C1)Cl)F)(F)F (5-((2,2,2-tri fluoroacetamido)methyl)-2-chloro-4-fluorobenzoyl isocyanate). Reaction SMILES: [F:1][C:2]([F:19])([F:18])[C:3]([NH:5][CH2:6][C:7]1[C:8]([F:17])=[CH:9][C:10]([Cl:16])=[C:11]([CH:15]=1)[C:12]([NH2:14])=[O:13])=[O:4].C(Cl)(=O)[C:21](Cl)=[O:22]>C(Cl)CCl>[F:19][C:2]([F:18])([F:1])[C:3]([NH:5][CH2:6][C:7]1[C:8]([F:17])=[CH:9][C:10]([Cl:16])=[C:11]([CH:15]=1)[C:12]([N:14]=[C:21]=[O:22])=[O:13])=[O:4]. Procedure: The title compound was prepared according to the procedure described in step-2 of Intermediate-8 by using 5-((2,2,2-trifluoroacetamido)methyl)-2-chloro-4-fluorobenzamide (1.0 g, 3.6 mmol), oxalyl chloride (1.0 mL) and EDC (10 mL) to afford 0.750 g of the desired product. Starting materials: OO (hydrogen peroxide), OC1=C(C=O)C=CC=C1CC (2-Hydroxy-3-ethyl benzaldehyde), C1CCCCC1.CCOC(=O)C (cyclohexane AcOEt). Solvent: CCOC(=O)C (AcOEt), [OH-].[Na+] (NaOH). Run at temperature 20 celsius, time 45 minute. The product is OC1=C(C(=CC=C1)CC)O (1,2-Dihydroxy-3-ethylbenzene). RXN SMILES: [OH:1][C:2]1[C:9]([CH2:10][CH3:11])=[CH:8][CH:7]=[CH:6][C:3]=1C=O.OO.C1CCCCC1.CC[O:22]C(C)=O>[OH-].[Na+].CCOC(C)=O>[OH:22][C:3]1[CH:6]=[CH:7][CH:8]=[C:9]([CH2:10][CH3:11])[C:2]=1[OH:1] |f:2.3,4.5|. Reported procedure: To a solution of crude 9 (ca. 80 mmol) in 2N NaOH (40 mL) cooled to 0-5° C., a solution of ca. 7% hydrogen peroxide (49 mL) was added dropwise over 30 min while maintaining the temperature at 20° C. The reaction was stirred for further 45 min then diluted with AcOEt (ca 250 mL), washed with HCl 2N (ca 50 mL). The aqueous layer was e-extracted with AcOEt and the combined organic extracts were washed with brine, and dried over sodium sulphate. The solvent was removed under reduced pressure to give... Reactants: C1COCCN1, Cc1ccc2c(c1)c1c(n2CC(=O)O)CCN(C)C1, CN(C)c1ccncc1, C(=NC1CCCCC1)=NC1CCCCC1, ClCCl. Product: Cc1ccc2c(c1)c1c(n2CC(=O)N2CCOCC2)CCN(C)C1. As a reaction SMILES: [CH2:35]1[CH2:36][O:37][CH2:38][CH2:39][NH:40]1.[CH3:1][N:2]1[CH2:3][c:4]2[c:5]([n:6]([CH2:14][C:15](=[O:16])[OH:17])[c:7]3[cH:8][cH:9][c:10]([CH3:13])[cH:11][c:12]23)[CH2:18][CH2:19]1.[CH3:44][N:45]([c:46]1[cH:47][cH:48][n:49][cH:50][cH:51]1)[CH3:52].[CH:20]1([N:21]=[C:22]=[N:23][CH:24]2[CH2:25][CH2:26][CH2:27][CH2:28][CH2:29]2)[CH2:30][CH2:31][CH2:32][CH2:33][CH2:34]1.[Cl:41][CH2:42][Cl:43]>>[CH3:1][N:2]1[CH2:3][c:4]2[c:5]([n:6]([CH2:14][C:15](=[O:16])[N:40]3[CH2:35][CH2:36][O:37][CH2:38][CH2:39]3)[c:7]3[cH:8][cH:9][c:10]([CH3:13])[cH:11][c:12]23)[CH2:18][CH2:19]1. Starting materials: COc1c(C(C)=O)c(O)c(OC)c2occc12, CC1=C(C2=NNNCCCCCC2)CCCCCCCC1, CC#N, COc1cc(C(C)C)c2c(c1)S(=O)(=O)N(CCl)C2=O, Cl. Yields the product COc1cc(C(C)C)c2c(c1)S(=O)(=O)N(COc1c(C(C)=O)c(OC)c3ccoc3c1OC)C2=O. Reaction SMILES: [CH3:20][O:21][c:22]1[c:23]([C:34]([CH3:35])=[O:36])[c:24]([OH:33])[c:25]([O:31][CH3:32])[c:26]2[c:27]1[cH:28][cH:29][o:30]2.[CH3:37][C:38]1=[C:47]([C:48]2=[N:57][NH:56][NH:55][CH2:54][CH2:53][CH2:52][CH2:51][CH2:50][CH2:49]2)[CH2:46][CH2:45][CH2:44][CH2:43][CH2:42][CH2:41][CH2:40][CH2:39]1.[CH3:59][C:60]#[N:61].[Cl:1][CH2:2][N:3]1[S:4](=[O:5])(=[O:6])[c:7]2[cH:8][c:9]([O:18][CH3:19])[cH:10][c:11]([CH:15]([CH3:16])[CH3:17])[c:12]2[C:13]1=[O:14].[ClH:58]>>[CH2:2]([N:3]1[S:4](=[O:5])(=[O:6])[c:7]2[cH:8][c:9]([O:18][CH3:19])[cH:10][c:11]([CH:15]([CH3:16])[CH3:17])[c:12]2[C:13]1=[O:14])[O:33][c:24]1[c:23]([C:34]([CH3:35])=[O:36])[c:22]([O:21][CH3:20])[c:27]2[c:26]([c:25]1[O:31][CH3:32])[o:30][cH:29][cH:28]2. Reactants: ClC=1SC(=CC1C1CC(C=2C(=CN=NC2C1)C(F)(F)F)=O)Cl (7-(2,5-dichlorothiophen-3-yl)-4-trifluoromethyl-5,6,7,8-tetrahydrocinnolin-5-one), C(=N)(N)NN.Cl (aminoguanidine hydrochloride), CS(=O)(=O)O (methanesulfonic acid), C1=CC=CC=C1 (benzene). Solvent: C(C)O (ethanol). Product: ClC=1SC(=CC1C1CC(C=2C(=CN=NC2C1)C(F)(F)F)=NNC(=N)N)Cl (7-(2,5-dichlorothiophen-3-yl)-5-guanidinoimino-4-trifluoromethyl-5,6,7,8-tetrahydrocinnoline). The yield is 31.3%. As a reaction SMILES: [Cl:1][C:2]1[S:3][C:4]([Cl:22])=[CH:5][C:6]=1[CH:7]1[CH2:16][C:15]2[N:14]=[N:13][CH:12]=[C:11]([C:17]([F:20])([F:19])[F:18])[C:10]=2[C:9](=O)[CH2:8]1.[C:23]([NH:26][NH2:27])([NH2:25])=[NH:24].Cl.CS(O)(=O)=O.C1C=CC=CC=1>C(O)C>[Cl:1][C:2]1[S:3][C:4]([Cl:22])=[CH:5][C:6]=1[CH:7]1[CH2:16][C:15]2[N:14]=[N:13][CH:12]=[C:11]([C:17]([F:20])([F:19])[F:18])[C:10]=2[C:9](=[N:27][NH:26][C:23]([NH2:25])=[NH:24])[CH2:8]1 |f:1.2|. Procedure details: To a solution of 7-(2,5-dichlorothiophen-3-yl)-4-trifluoromethyl-5,6,7,8-tetrahydrocinnolin-5-one (0.443 g) and aminoguanidine hydrochloride (167 mg) in ethanol (10 ml) were added methanesulfonic acid (0.2 ml) and benzene (10 ml), and the mixture was refluxed for 1.5 hours. Under reduced pressure, the solvent was evaporated, and to the residue was added sodium hydrogen carbonate solution to make the solution alkaline. The mixture was extracted with ethyl acetate, and the organic layer was washed...